The task is: describe an organic reaction: reactants, conditions, products, and yield. This data is from the Open Reaction Database (ORD), a public repository of structured organic reaction records. Reactants: Cl.CN(CCCN=C=NCC)C (N-(3-dimethylaminopropyl)-N′-ethyl-carbodiimid-hydrochloride), OC1=C(C(=O)O)C=C(C=C1)S(=O)(=O)C (2-hydroxy-5-methanesulfonyl-benzoic acid), C(C1=CC=CC=C1)O (benzyl alcohol). The reagents and catalysts are CN(C1=CC=NC=C1)C (4-dimethylaminopyridine). The solvent is C(C)#N (acetonitrile). Conditions: time 8 hour. Product: C(C1=CC=CC=C1)OC(C1=C(C=CC(=C1)S(=O)(=O)C)O)=O (2-Hydroxy-5-methanesulfonyl-benzoic acid benzyl ester). Reaction SMILES: Cl.CN(C)CCCN=C=NCC.[OH:13][C:14]1[CH:22]=[CH:21][C:20]([S:23]([CH3:26])(=[O:25])=[O:24])=[CH:19][C:15]=1[C:16]([OH:18])=[O:17].[CH2:27](O)[C:28]1[CH:33]=[CH:32][CH:31]=[CH:30][CH:29]=1>CN(C)C1C=CN=CC=1.C(#N)C>[CH2:27]([O:17][C:16](=[O:18])[C:15]1[CH:19]=[C:20]([S:23]([CH3:26])(=[O:25])=[O:24])[CH:21]=[CH:22][C:14]=1[OH:13])[C:28]1[CH:33]=[CH:32][CH:31]=[CH:30][CH:29]=1 |f:0.1|. Reported procedure: 5 mmol of N-(3-dimethylaminopropyl)-N′-ethyl-carbodiimid-hydrochloride was slowly added to a stirred suspension of 5 mmol 2-hydroxy-5-methanesulfonyl-benzoic acid, 5 mmol of benzyl alcohol and 0.5 mmol of 4-dimethylaminopyridine in 10 ml acetonitrile. The mixture was stirred overnight at room temperature, concentrated and treated with 10 ml of water. A few drops of diluted hydrochloric acid were added to acidify the solution. The resulting solid was filtered and then purified by chromatography (... Starting materials: C(C)(=O)O[C@@H]1CC2=CC([C@H]3[C@@H]4CC[C@@H]([C@@]4(C)CC[C@@H]3[C@]2(CC1)C)OC(C)=O)=O (3β,17β diacetoxyandrost-5-en-7-one), [O-]S(=O)(=O)[O-].[Mg+2] (MgSO4), C1=C(C=C(C(=C1I)I)C(=O)O)I (TIBA). Solvent: CCCCC (pentane). Reaction conditions: time 1 hour. Yields the product O[C@@H]1CC2=C[C@@H]([C@H]3[C@@H]4CC[C@@H]([C@@]4(C)CC[C@@H]3[C@]2(CC1)C)O)O (3β,7β,17β-TRIHYDROXYANDROST-5-ENE). Isolated yield 86.0%. As a reaction SMILES: C([O:4][C@H:5]1[CH2:22][CH2:21][C@@:20]2([CH3:23])[C:7](=[CH:8][C:9](=[O:28])[C@@H:10]3[C@@H:19]2[CH2:18][CH2:17][C@@:15]2([CH3:16])[C@H:11]3[CH2:12][CH2:13][C@@H:14]2[O:24]C(=O)C)[CH2:6]1)(=O)C.[O-]S([O-])(=O)=O.[Mg+2].C1C(I)=C(I)C(C(O)=O)=CC=1I>CCCCC>[OH:4][C@H:5]1[CH2:22][CH2:21][C@@:20]2([CH3:23])[C:7](=[CH:8][C@H:9]([OH:28])[C@@H:10]3[C@@H:19]2[CH2:18][CH2:17][C@@:15]2([CH3:16])[C@H:11]3[CH2:12][CH2:13][C@@H:14]2[OH:24])[CH2:6]1 |f:1.2|. Procedure details: A solution of 3β,17β diacetoxyandrost-5-en-7-one (0.9581 g, 2.466 mmol) and pentane (30 mL), dried over MgSO4) were mixed under a nitrogen atmosphere. TIBA (9.5 mL, 9.5 mmol, 1M in toluene) was then added dropwise by syringe. The solution was stirred at room temperature for about 1 hour. The reaction was terminated by the addition of diluted hydrochloric acid (approximately 5mL). This solution was added to water (100 mL) and extracted with ethyl acetate (3 times with 50 mL). The organic layers w... Starting materials: CC(C)(C)[Si](OCC#CCCOC1CCCCO1)(c1ccccc1)c1ccccc1, CO, Cc1ccc(S(=O)(=O)[O-])cc1, c1cc[nH+]cc1. The product is CC(C)(C)[Si](OCC#CCCO)(c1ccccc1)c1ccccc1. RXN SMILES: [C:1]([CH3:2])([CH3:3])([CH3:4])[Si:5]([O:6][CH2:7][C:8]#[C:9][CH2:10][CH2:11][O:12][CH:13]1[CH2:14][CH2:15][CH2:16][CH2:17][O:18]1)([c:19]1[cH:20][cH:21][cH:22][cH:23][cH:24]1)[c:25]1[cH:26][cH:27][cH:28][cH:29][cH:30]1.[CH3:48][OH:49].[c:31]1([CH3:32])[cH:33][cH:34][c:35]([S:36]([O-:37])(=[O:38])=[O:39])[cH:40][cH:41]1.[nH+:42]1[cH:43][cH:44][cH:45][cH:46][cH:47]1>>[C:1]([CH3:2])([CH3:3])([CH3:4])[Si:5]([O:6][CH2:7][C:8]#[C:9][CH2:10][CH2:11][OH:12])([c:19]1[cH:20][cH:21][cH:22][cH:23][cH:24]1)[c:25]1[cH:26][cH:27][cH:28][cH:29][cH:30]1. The reactants are ClC1=CC=C(C=C1)S(=O)(=O)C(C1CCN(CC1)C(=O)OC(C)(C)C)C1=C(C=CC(=C1)F)F (t-butyl 4-[[(4-chlorophenyl)sulfonyl](2,5-difluorophenyl)methyl]-1-piperidinecarboxylate), FC(C(=O)O)(F)F (Trifluoroacetic acid), Cl.C(C)O (hydrochloric acid ethanol). Isolated yield 194.4%. Reported procedure: In dichloromethane (50 ml) was dissolved t-butyl 4-[[(4-chlorophenyl)sulfonyl](2,5-difluorophenyl)methyl]-1-piperidinecarboxylate (1.56 g, 3.21 mmol). Trifluoroacetic acid (5.0 ml) was added dropwise to the resulting solution under ice cooling. The reaction mixture was stirred at room temperature for 2 hours and then, concentrated under reduced pressure. To the residue thus obtained were added dichloromethane (10 ml) and a 1N hydrochloric acid-ethanol solution (10 ml). The resulting mixture was ... As a reaction SMILES: [Cl:1][C:2]1[CH:7]=[CH:6][C:5]([S:8]([CH:11]([C:25]2[CH:30]=[C:29]([F:31])[CH:28]=[CH:27][C:26]=2[F:32])[CH:12]2[CH2:17][CH2:16][N:15](C(OC(C)(C)C)=O)[CH2:14][CH2:13]2)(=[O:10])=[O:9])=[CH:4][CH:3]=1.FC(F)(F)C(O)=O.Cl.C(O)C>ClCCl>[ClH:1].[Cl:1][C:2]1[CH:7]=[CH:6][C:5]([S:8]([CH:11]([C:25]2[CH:30]=[C:29]([F:31])[CH:28]=[CH:27][C:26]=2[F:32])[CH:12]2[CH2:17][CH2:16][NH:15][CH2:14][CH2:13]2)(=[O:9])=[O:10])=[CH:4][CH:3]=1 |f:2.3,5.6|. Conditions: time 2 hour. Run in ClCCl (dichloromethane), ClCCl (dichloromethane). The product is Cl.ClC1=CC=C(C=C1)S(=O)(=O)C(C1CCNCC1)C1=C(C=CC(=C1)F)F (4-[[(4-Chlorophenyl)sulfonyl](2,5-difluorophenyl)methyl]piperidine hydrochloride). Reactants: C(C1=CC=CC=C1)(=O)O (benzoic acid), ClC=1C=CC(=C(N(C=O)C)C1)C(CCl)=O (5'-chloro-2'-(2-chloroacetyl)-N-methylformanilide). The solvent is C(C)N(CC)CC (triethylamine), ClCCl (dichloromethane). The product is C(C1=CC=CC=C1)(=O)OCC(=O)C1=C(C=C(C=C1)Cl)N(C=O)C (2-[4-chloro-2-(N-methylformamido)phenyl]-2-oxoethyl benzoate). RXN SMILES: [C:1]([OH:9])(=[O:8])[C:2]1[CH:7]=[CH:6][CH:5]=[CH:4][CH:3]=1.[Cl:10][C:11]1[CH:12]=[CH:13][C:14]([C:21](=[O:24])[CH2:22]Cl)=[C:15]([CH:20]=1)[N:16]([CH3:19])[CH:17]=[O:18]>C(N(CC)CC)C.ClCCl>[C:1]([O:9][CH2:22][C:21]([C:14]1[CH:13]=[CH:12][C:11]([Cl:10])=[CH:20][C:15]=1[N:16]([CH3:19])[CH:17]=[O:18])=[O:24])(=[O:8])[C:2]1[CH:7]=[CH:6][CH:5]=[CH:4][CH:3]=1. Procedure details: A solution of benzoic acid (18.8 g) in triethylamine (28.5 ml) and dichloromethane (110 ml) at 0° was added dropwise over 1 hour to the solution of 5'-chloro-2'-(2-chloroacetyl)-N-methylformanilide at 0° under nitrogen. The mixture was stirred for a further hour whilst maintaining the temperature at 0 to 5° and then heated under reflux overnight. After cooling, the reaction mixture was washed with water (2×100 ml), dried over magnesium sulphate, and the solvent removed by distillation to give th... Starting materials: ClC=1C=NC=C(C1SC1=C(C=C(S1)C(=O)Cl)[N+](=O)[O-])Cl (5-[(3,5-dichloro-4-pyridyl)sulfanyl]-4-nitro-thiophene-2-carbonyl chloride), C(C)(C)(C)N (t-butylamine). Yields the product C(C)(C)(C)NC(=O)C=1SC(=C(C1)[N+](=O)[O-])SC1=C(C=NC=C1Cl)Cl (N-(tert-butyl)-5-((3,5-dichloropyridin-4-yl)thio)-4-nitrothiophene-2-carboxamide), solid. Yield: 15.0%. Reaction SMILES: [Cl:1][C:2]1[CH:3]=[N:4][CH:5]=[C:6]([Cl:20])[C:7]=1[S:8][C:9]1[S:13][C:12]([C:14](Cl)=[O:15])=[CH:11][C:10]=1[N+:17]([O-:19])=[O:18].[C:21]([NH2:25])([CH3:24])([CH3:23])[CH3:22]>>[C:21]([NH:25][C:14]([C:12]1[S:13][C:9]([S:8][C:7]2[C:2]([Cl:1])=[CH:3][N:4]=[CH:5][C:6]=2[Cl:20])=[C:10]([N+:17]([O-:19])=[O:18])[CH:11]=1)=[O:15])([CH3:24])([CH3:23])[CH3:22]. Procedure details: Prepared according to the procedure described for example 50 from 5-[(3,5-dichloro-4-pyridyl)sulfanyl]-4-nitro-thiophene-2-carbonyl chloride (120 mg, 0.33 mmol) and t-butylamine (36 mg, 0.39 mmol). The title compound was obtained as a solid (25 mg, 15% yield). 1H NMR (400 MHz, d6-DMSO) δ: 8.98 (2H, s), 8.57 (1H, s), 8.23 (1H, s), 1.31 (9H, s). MS m/z: 404.09, 406.07 [M+H]+.